Dataset: the Open Reaction Database (ORD), a public repository of structured organic reaction records. Task: describe an organic reaction: reactants, conditions, products, and yield Starting materials: C(=NC1CCCCC1)=NC1CCCCC1, COc1ccc2cc(C(C)C(=O)O)ccc2c1, CN(C)c1ccncc1, ClCCl, CC(C)(C)OC(=O)NCCO. Yields the product COc1ccc2cc(C(C)C(=O)OCCNC(=O)OC(C)(C)C)ccc2c1. As a reaction SMILES: [CH2:29]1[CH2:30][CH2:31][CH:32]([N:33]=[C:34]=[N:35][CH:36]2[CH2:37][CH2:38][CH2:39][CH2:40][CH2:41]2)[CH2:42][CH2:43]1.[CH3:1][O:2][c:3]1[cH:4][c:5]2[cH:6][cH:7][c:8]([CH:13]([C:14](=[O:15])[OH:16])[CH3:17])[cH:9][c:10]2[cH:11][cH:12]1.[CH3:44][N:45]([c:46]1[cH:47][cH:48][n:49][cH:50][cH:51]1)[CH3:52].[Cl:53][CH2:54][Cl:55].[OH:18][CH2:19][CH2:20][NH:21][C:22]([O:23][C:24]([CH3:25])([CH3:26])[CH3:27])=[O:28]>>[CH3:1][O:2][c:3]1[cH:4][c:5]2[cH:6][cH:7][c:8]([CH:13]([C:14]([O:15][CH2:19][CH2:20][NH:21][C:22]([O:23][C:24]([CH3:25])([CH3:26])[CH3:27])=[O:28])=[O:16])[CH3:17])[cH:9][c:10]2[cH:11][cH:12]1. The reactants are ClC1=C2C(=NC=C1)C(=CN2)C(C(=O)N2CCC(CC2)=C(C#N)C2=CC=CC=C2)=O ({1-[2-(7-Chloro-1H-pyrrolo[3,2-b]pyridin-3-yl)-2-oxo-acetyl]-piperidin-4-ylidene}-phenyl-acetonitrile), C(CCC)[Sn](C=1OC=CN1)(CCCC)CCCC (2-tributylstannanyl oxazole), O1CCOCC1 (dioxane). Reagents/catalysts: C=1C=CC(=CC1)[P](C=2C=CC=CC2)(C=3C=CC=CC3)[Pd]([P](C=4C=CC=CC4)(C=5C=CC=CC5)C=6C=CC=CC6)([P](C=7C=CC=CC7)(C=8C=CC=CC8)C=9C=CC=CC9)[P](C=1C=CC=CC1)(C=1C=CC=CC1)C=1C=CC=CC1 (Pd(PPh3)4). The solvent is CO (MeOH). Conditions: temperature 120 celsius. Product: O1C(=NC=C1)C1=C2C(=NC=C1)C(=CN2)C(C(=O)N2CCC(CC2)=C(C#N)C2=CC=CC=C2)=O ({1-[2-(7-Oxazol-2-yl-1H-pyrrolo[3,2-b]pyridin-3-yl)-2-oxo-acetyl]-piperidin-4-ylidene}-phenyl-acetonitrile). The yield is 35.1%. As a reaction SMILES: Cl[C:2]1[CH:7]=[CH:6][N:5]=[C:4]2[C:8]([C:11](=[O:29])[C:12]([N:14]3[CH2:19][CH2:18][C:17](=[C:20]([C:23]4[CH:28]=[CH:27][CH:26]=[CH:25][CH:24]=4)[C:21]#[N:22])[CH2:16][CH2:15]3)=[O:13])=[CH:9][NH:10][C:3]=12.C([Sn](CCCC)(CCCC)[C:35]1[O:36][CH:37]=[CH:38][N:39]=1)CCC.O1CCOCC1>CO.C1C=CC([P]([Pd]([P](C2C=CC=CC=2)(C2C=CC=CC=2)C2C=CC=CC=2)([P](C2C=CC=CC=2)(C2C=CC=CC=2)C2C=CC=CC=2)[P](C2C=CC=CC=2)(C2C=CC=CC=2)C2C=CC=CC=2)(C2C=CC=CC=2)C2C=CC=CC=2)=CC=1>[O:36]1[CH:37]=[CH:38][N:39]=[C:35]1[C:2]1[CH:7]=[CH:6][N:5]=[C:4]2[C:8]([C:11](=[O:29])[C:12]([N:14]3[CH2:19][CH2:18][C:17](=[C:20]([C:23]4[CH:28]=[CH:27][CH:26]=[CH:25][CH:24]=4)[C:21]#[N:22])[CH2:16][CH2:15]3)=[O:13])=[CH:9][NH:10][C:3]=12 |^1:59,61,80,99|. Procedure details: A mixture of compound of example 101 (30 mg, 0.074 mmol), 2-tributylstannanyl oxazole (106 mg, 0.30 mmol), Pd(PPh3)4 (129 mg, 0.112 mmol) and dioxane (1 mL) in a sealed tube was heated at 120° C. for 15 h. The reaction mixture was diluted with MeOH, filtered through Celite and concentrated. The residue was purified by preparative HPLC to yield title compound (11.3 mg, 0.026 mmol, 39%) as a yellow oil.